This data is from the Open Reaction Database (ORD), a public repository of structured organic reaction records. The task is: describe an organic reaction: reactants, conditions, products, and yield Starting materials: C(C)N(CCN1C(C(C2=C(C=C(C=C12)I)C(F)(F)F)(C1=C(C=CC=C1)Cl)O)=O)CC (1-(2-diethylaminoethyl)-4-trifluoromethyl-6-iodo-3-hydroxy-3-(2-chlorophenyl)oxindole), O1CCN(CC1)C(=O)CCC#C (4-morpholinocarbonyl-1-butyne). Product: C(C)N(CCN1C(C(C2=C(C=C(C=C12)C#CCCC(=O)N1CCOCC1)C(F)(F)F)(C1=C(C=CC=C1)Cl)O)=O)CC (1-(2-Diethylaminoethyl)-4-trifluoromethyl-6-(4-morpholinocarbonyl-1-butynyl)-3-hydroxy-3-(2-chlorophenyl)oxindole). RXN SMILES: [CH2:1]([N:3]([CH2:29][CH3:30])[CH2:4][CH2:5][N:6]1[C:14]2[C:9](=[C:10]([C:16]([F:19])([F:18])[F:17])[CH:11]=[C:12](I)[CH:13]=2)[C:8]([OH:27])([C:20]2[CH:25]=[CH:24][CH:23]=[CH:22][C:21]=2[Cl:26])[C:7]1=[O:28])[CH3:2].[O:31]1[CH2:36][CH2:35][N:34]([C:37]([CH2:39][CH2:40][C:41]#[CH:42])=[O:38])[CH2:33][CH2:32]1>>[CH2:1]([N:3]([CH2:29][CH3:30])[CH2:4][CH2:5][N:6]1[C:14]2[C:9](=[C:10]([C:16]([F:19])([F:18])[F:17])[CH:11]=[C:12]([C:42]#[C:41][CH2:40][CH2:39][C:37]([N:34]3[CH2:35][CH2:36][O:31][CH2:32][CH2:33]3)=[O:38])[CH:13]=2)[C:8]([OH:27])([C:20]2[CH:25]=[CH:24][CH:23]=[CH:22][C:21]=2[Cl:26])[C:7]1=[O:28])[CH3:2]. Reported procedure: The title compound (26.5 mg) was prepared from 1-(2-diethylaminoethyl)-4-trifluoromethyl-6-iodo-3-hydroxy-3-(2-chlorophenyl)oxindole (35.2 mg, 0.0637 mmol) and 4-morpholinocarbonyl-1-butyne by the procedure similar to that described in Reference Example 21. The hydrochloride of the title compound was obtained by treating with 4 N HCl in dioxane followed by concentration to dryness. The reactants are ClC1=C(C(=O)O)C=CC=C1O (2-chloro-3-hydroxybenzoic acid), C1(CCCCC1)N=C=NC1CCCCC1 (1,3-dicyclo-hexylcarbodiimide), ON1N=NC2=C1C=CC=C2 (1-hydroxy benzotriazole), C12(CC3CC(CC(C1)C3)C2)CN (1-adamantanemethylamine). The product is ClC1=C(C(=O)NCC23CC4CC(CC(C2)C4)C3)C=CC=C1O (2-Chloro-3-hydroxy-N-(tricyclo[3.3.1.13,7]dec-1-ylmethyl)-benzamide). RXN SMILES: [Cl:1][C:2]1[C:10]([OH:11])=[CH:9][CH:8]=[CH:7][C:3]=1[C:4]([OH:6])=O.ON1C2C=CC=CC=2N=N1.[C:22]12([CH2:32][NH2:33])[CH2:31][CH:26]3[CH2:27][CH:28]([CH2:30][CH:24]([CH2:25]3)[CH2:23]1)[CH2:29]2.C1(N=C=NC2CCCCC2)CCCCC1>>[Cl:1][C:2]1[C:10]([OH:11])=[CH:9][CH:8]=[CH:7][C:3]=1[C:4]([NH:33][CH2:32][C:22]12[CH2:31][CH:26]3[CH2:25][CH:24]([CH2:30][CH:28]([CH2:27]3)[CH2:29]1)[CH2:23]2)=[O:6]. Procedure: Prepared according to the method of Example 38 using 2-chloro-3-hydroxybenzoic acid (0.39 g), 1-hydroxy benzotriazole (0.31 g), 1-adamantanemethylamine (0.4 ml) and 1,3-dicyclo-hexylcarbodiimide (0.47 g) to yield the title compound as a white solid (0.29 g).